Dataset: the Open Reaction Database (ORD), a public repository of structured organic reaction records. Task: describe an organic reaction: reactants, conditions, products, and yield The reactants are C(#N)C(C(=O)OCC)C(=O)C=1C2=C(N(N1)C1=CC=CC=C1)C1=C(OC2)C=CC=C1 (2-Cyano-3-(1,4-dihydro-1-phenyl-[1]-benzopyrano[4,3-c]pyrazol-3-yl)-3-oxo-propanoic acid, ethyl ester), NC1=CC=CC=C1 (aniline). Solvent: C=1(C(=CC=CC1)C)C (xylene). The product is C(#N)C(C(=O)NC1=CC=CC=C1)C(=O)C=1C2=C(N(N1)C1=CC=CC=C1)C1=C(OC2)C=CC=C1 (2-cyano-3-(1,4-dihydro-1-phenyl-[1]-benzopyrano[4,3-c]pyrazol-3-yl)-3-oxo-N-phenyl-propanamide). Isolated yield 52.0%. RXN SMILES: [C:1]([CH:3]([C:9]([C:11]1[C:12]2[CH2:25][O:24][C:23]3[CH:26]=[CH:27][CH:28]=[CH:29][C:22]=3[C:13]=2[N:14]([C:16]2[CH:21]=[CH:20][CH:19]=[CH:18][CH:17]=2)[N:15]=1)=[O:10])[C:4](OCC)=[O:5])#[N:2].[NH2:30][C:31]1[CH:36]=[CH:35][CH:34]=[CH:33][CH:32]=1>C1(C)C(C)=CC=CC=1>[C:1]([CH:3]([C:9]([C:11]1[C:12]2[CH2:25][O:24][C:23]3[CH:26]=[CH:27][CH:28]=[CH:29][C:22]=3[C:13]=2[N:14]([C:16]2[CH:17]=[CH:18][CH:19]=[CH:20][CH:21]=2)[N:15]=1)=[O:10])[C:4]([NH:30][C:31]1[CH:36]=[CH:35][CH:34]=[CH:33][CH:32]=1)=[O:5])#[N:2]. Procedure: 2-Cyano-3-(1,4-dihydro-1-phenyl-[1]-benzopyrano[4,3-c]pyrazol-3-yl)-3-oxo-propanoic acid, ethyl ester (1.2 g) is reacted with aniline (1.1 g) in xylene (100 ml) at the reflux temperature for 48 hours. After cooling the precipitate is filtered and washed with xylene, then crystallized from dichloromethane/methanol to give 0.7 g of 2-cyano-3-(1,4-dihydro-1-phenyl-[1]-benzopyrano[4,3-c]pyrazol-3-yl)-3-oxo-N-phenyl-propanamide, m.p. 280°-282° C.